Dataset: the Open Reaction Database (ORD), a public repository of structured organic reaction records. Task: describe an organic reaction: reactants, conditions, products, and yield Solvent: C1CCCCC1 (cyclohexane). Reaction SMILES: [NH2-].[NH2-].[Ca+2:3].[CH2:4]([CH:6]([CH2:9][CH2:10][CH2:11][CH3:12])[CH2:7][OH:8])[CH3:5].N>C1CCCCC1>[CH2:4]([CH:6]([CH2:9][CH2:10][CH2:11][CH3:12])[CH2:7][O:8][CH2:7][CH:6]([CH2:4][CH3:5])[CH2:9][CH2:10][CH2:11][CH3:12])[CH3:5].[Ca:3] |f:0.1.2,6.7|. Reactants: [NH2-].[NH2-].[Ca+2] (calcium amide), C(C)C(CO)CCCC (2-ethyl-1-hexanol), N (Ammonia). Yields the product C(C)C(COCC(CCCC)CC)CCCC.[Ca] (Calcium 2-Ethylhexyloxide). Reported procedure: To 7.2 g (0.1 mole) of calcium amide slurried in 100 ml of cyclohexane, there is added 23.5 g (28.2 ml, 0.18 moles) of 2-ethyl-1-hexanol gradually over a 10-15 minute period. Ammonia is given off throughout the addition. The mixture is heated to reflux for several hours to remove entrained ammonia, and is then cooled and filtered. The resultant clear, light amber solution is 0.8M in Ca. Reactants: ice water, [NH4+].[OH-] (NH4OH), C(C)N1N=CC=C1NC=1C(C(=O)O)=CC(=CC1)[N+](=O)[O-] (N-(1-ethylpyrazol-5-yl)-5-nitroanthranilic acid), O=P(Cl)(Cl)Cl (POCl3). Product: C(C)N1N=CC=2C1=NC1=CC=C(C=C1C2Cl)[N+](=O)[O-] (1-ethyl-4-chloro-6-nitro-1H-pyrazolo[3,4-b]quinoline). Yield: 65.0%. Reaction SMILES: [CH2:1]([N:3]1[C:7]([NH:8][C:9]2[C:10](=[CH:14][C:15]([N+:18]([O-:20])=[O:19])=[CH:16][CH:17]=2)[C:11](O)=O)=[CH:6][CH:5]=[N:4]1)[CH3:2].[NH4+].[OH-].O=P(Cl)(Cl)[Cl:25]>>[CH2:1]([N:3]1[C:7]2=[N:8][C:9]3[C:10]([C:11]([Cl:25])=[C:6]2[CH:5]=[N:4]1)=[CH:14][C:15]([N+:18]([O-:20])=[O:19])=[CH:16][CH:17]=3)[CH3:2] |f:1.2|. Procedure: A mixture of N-(1-ethylpyrazol-5-yl)-5-nitroanthranilic acid (3.8 g, 13.77 mmol) and POCl3 (20 ml) was refluxed for 8 hours. The reaction mixture was poured into ice-water, neutralized with concentrated NH4OH and the resulting solid was collected by filtration, washed with water and dried to afford 2.5 g (65%) of 1-ethyl-4-chloro-6-nitro-1H-pyrazolo[3,4-b]quinoline. Reactants: ClC=1C=CC(=C(C1)C1=NC2=C(C(=N1)I)CC(C2)(C)C)F (2-(5-Chloro-2-fluoro-phenyl)-4-iodo-6,6-dimethyl-6,7-dihydro-5H-cyclopentapyrimidine), COC(C1=CN=CC=C1N)=O (4-amino-nicotinic acid methyl ester), C1=CC=C(C=C1)P(C2=CC=CC=C2)C3=C(C4=CC=CC=C4C=C3)C5=C(C=CC6=CC=CC=C65)P(C7=CC=CC=C7)C8=CC=CC=C8 (Rac-BINAP), C(=O)([O-])[O-].[Cs+].[Cs+] (Cs2CO3). Reagents/catalysts: CC(=O)[O-].CC(=O)[O-].[Pd+2] (Pd(OAc)2). The solvent is O1CCOCC1 (dioxane). Reaction conditions: temperature 85 celsius. The product is COC(C1=CN=CC=C1NC1=NC(=NC2=C1CC(C2)(C)C)C2=C(C=CC(=C2)Cl)F)=O (4-[2-(5-Chloro-2-fluoro-phenyl)-6,6-dimethyl-6,7-dihydro-5H-cyclopentapyrimidin-4-ylamino]-nicotinic acid methyl ester). The yield is 33.6%. Reaction SMILES: [Cl:1][C:2]1[CH:3]=[CH:4][C:5]([F:20])=[C:6]([C:8]2[N:13]=[C:12](I)[C:11]3[CH2:15][C:16]([CH3:19])([CH3:18])[CH2:17][C:10]=3[N:9]=2)[CH:7]=1.[CH3:21][O:22][C:23](=[O:31])[C:24]1[C:29]([NH2:30])=[CH:28][CH:27]=[N:26][CH:25]=1.C1C=CC(P(C2C=CC3C(=CC=CC=3)C=2C2C3C(=CC=CC=3)C=CC=2P(C2C=CC=CC=2)C2C=CC=CC=2)C2C=CC=CC=2)=CC=1.C([O-])([O-])=O.[Cs+].[Cs+]>O1CCOCC1.CC([O-])=O.CC([O-])=O.[Pd+2]>[CH3:21][O:22][C:23](=[O:31])[C:24]1[C:29]([NH:30][C:12]2[C:11]3[CH2:15][C:16]([CH3:19])([CH3:18])[CH2:17][C:10]=3[N:9]=[C:8]([C:6]3[CH:7]=[C:2]([Cl:1])[CH:3]=[CH:4][C:5]=3[F:20])[N:13]=2)=[CH:28][CH:27]=[N:26][CH:25]=1 |f:3.4.5,7.8.9|. Procedure details: To a solution of 2-(5-Chloro-2-fluoro-phenyl)-4-iodo-6,6-dimethyl-6,7-dihydro-5H-cyclopentapyrimidine (500 mg, 1.24 mmol), 4-amino-nicotinic acid methyl ester (208 mg, 1.37 mmol), Pd(OAc)2 (14 mg, 62.09 μmol) and Rac-BINAP (60 mg, 93.14 μmol) in dry dioxane (10 mL) was added Cs2CO3 (607 mg, 1.86 mmol). The mixture was heated for 12 h at 85° C., cooled and evaporated. The residue was purified by chromatography (CH2Cl2, 0-10% MeOH) to give the desired product (178 mg, 34% yield).